From a dataset of the Open Reaction Database (ORD), a public repository of structured organic reaction records. describe an organic reaction: reactants, conditions, products, and yield Starting materials: Cc1ccc(NC(=O)C=CS(=O)(=O)c2ccccc2)cc1, Cc1cccc(S)c1, [H-], [Na+], [Na+], CN(C)C=O, [OH-]. Yields the product Cc1ccc(NC(=O)C=CSc2cccc(C)c2)cc1. Reaction SMILES: [CH3:11][c:12]1[cH:13][cH:14][c:15]([NH:18][C:19]([CH:20]=[CH:21][S:22]([c:23]2[cH:24][cH:25][cH:26][cH:27][cH:28]2)(=[O:29])=[O:30])=[O:31])[cH:16][cH:17]1.[CH3:1][c:2]1[cH:3][c:4]([SH:8])[cH:5][cH:6][cH:7]1.[H-:9].[Na+:10].[Na+:33].[O:34]=[CH:35][N:36]([CH3:37])[CH3:38].[OH-:32]>>[CH3:1][c:2]1[cH:3][c:4]([S:8][CH:21]=[CH:20][C:19]([NH:18][c:15]2[cH:14][cH:13][c:12]([CH3:11])[cH:17][cH:16]2)=[O:31])[cH:5][cH:6][cH:7]1. Product: N#CCc1ccccc1C(=O)O. The reactants are COC(=O)c1ccccc1CC#N, Cl, [Na+], [OH-]. RXN SMILES: [C:1](#[N:2])[CH2:3][c:4]1[c:5]([C:6](=[O:7])[O:8][CH3:9])[cH:10][cH:11][cH:12][cH:13]1.[ClH:16].[Na+:15].[OH-:14]>>[C:1](#[N:2])[CH2:3][c:4]1[c:5]([C:6](=[O:7])[OH:8])[cH:10][cH:11][cH:12][cH:13]1. Reactants: ClC1=C2C=CC(=NC2=NC=C1)C (5-Chloro-2-methyl-[1,8]naphthyridine), FC1=C(C=CC=C1)SC1=C(C=C(C=C1)C)N (2-(2-Fluoro-phenylsulfanyl)-5-methyl-phenylamine). Yields the product FC1=C(C=CC=C1)SC1=C(C=C(C=C1)C)NC1=CC=NC2=NC(=CC=C12)C ([2-(2-Fluoro-phenylsulfanyl)-5-methyl-phenyl]-(7-methyl-[1,8]naphthyridin-4-yl)-amine). As a reaction SMILES: Cl[C:2]1[CH:11]=[CH:10][N:9]=[C:8]2[C:3]=1[CH:4]=[CH:5][C:6]([CH3:12])=[N:7]2.[F:13][C:14]1[CH:19]=[CH:18][CH:17]=[CH:16][C:15]=1[S:20][C:21]1[CH:26]=[CH:25][C:24]([CH3:27])=[CH:23][C:22]=1[NH2:28]>>[F:13][C:14]1[CH:19]=[CH:18][CH:17]=[CH:16][C:15]=1[S:20][C:21]1[CH:26]=[CH:25][C:24]([CH3:27])=[CH:23][C:22]=1[NH:28][C:2]1[C:3]2[C:8](=[N:7][C:6]([CH3:12])=[CH:5][CH:4]=2)[N:9]=[CH:10][CH:11]=1. Reported procedure: The product from Example 1d (200 mg, 1.12 mmol) was reacted with the product from Example 89b (260 mg, 1.12 mmol) for 72 h following the procedure from Example 1g giving the crude title compound which was purified by HPLC with TFA providing the product as a trifluoroacetic acid (180 mg, 43%). 1H NMR (300 MHz, DMSO-d6) δ ppm: 2.32 (s, 3H), 2.62 (s, 3H), 6.11 (br-s, 1H), 6.95-7.45 (m, 8H), 8.26 (br-s, 1H), 8.55-8.70 (m, 1H), 9.08 (br-s, 1H); MS (ESI+) m/z 376 (M+H)+, (ESI−) m/z 374 (M−H)−. Reactants: [C@H]1([C@H](O1)C(=O)O)C(=O)O (EP-0), Br[C@@H](C(=O)O)CC1=CC=CC=C1 ((R)-2-bromo-3-phenyl-propionic acid), C(C)(=S)O.C([O-])([O-])=O.[K+].[K+] (thioacetic acid potassium carbonate), [OH-].[Na+] (sodium hydroxide). The product is C(C)(=O)S[C@H](C(=O)O)CC1=CC=CC=C1 ((S)-2-acetylthio-3-phenyl-propionic acid). Yield: 75.0%. RXN SMILES: [C@H]1(C(O)=O)O[C@@H]1C(O)=O.Br[C@H:11]([CH2:15][C:16]1[CH:21]=[CH:20][CH:19]=[CH:18][CH:17]=1)[C:12]([OH:14])=[O:13].[C:22]([OH:25])(=[S:24])[CH3:23].C(=O)([O-])[O-].[K+].[K+].[OH-].[Na+]>>[C:22]([S:24][C@@H:11]([CH2:15][C:16]1[CH:21]=[CH:20][CH:19]=[CH:18][CH:17]=1)[C:12]([OH:14])=[O:13])(=[O:25])[CH3:23] |f:2.3.4.5,6.7|. Procedure: In the just cited patent application EP-0 524 553 (R)-2-bromo-3-phenyl-propionic acid is reacted, under nitrogen, with thioacetic acid/potassium carbonate in the presence of 1M sodium hydroxide to give (S)-2-acetylthio-3-phenyl-propionic acid which is extracted in ethyl acetate with a yield of 75%. Reactants: crude product, C(C)OC(C)OC1CC(=O)OC(C(/C=C/C(C(CC1)(C)OC(C)OCC)OC(=O)N1CCC(CC1)N1CCCC1)C)\C(=C\C=C\C(CC1C(C(C(CC)OC(C)OCC)C)O1)(C)OC(C)OCC)\C ((8E,12E,14E)-3,6,16,21-tetrakis(1-ethoxyethoxy)-6,10,12,16,20-pentamethyl-7-((4-(pyrrolidin-1-yl)piperidin-1-yl)carbonyl)oxy-18,19-epoxytricosa-8,12,14-trien-11-olide), C1(=CC=C(C=C1)S(=O)(=O)[O-])C.[NH+]1=CC=CC=C1 (pyridinium p-toluenesulfonate), CC(C)(C)O (2-methyl-2-propanol), C1(=CC=C(C=C1)S(=O)(=O)[O-])C.[NH+]1=CC=CC=C1 (pyridinium p-toluenesulfonate). Run in O1CCCC1 (tetrahydrofuran). Run at time 18.5 hour. The product is OC1CC(=O)OC(C(/C=C/C(C(CC1)(C)O)OC(=O)N1CCC(CC1)N1CCCC1)C)\C(=C\C=C\C(CC1C(C(C(CC)O)C)O1)(C)O)\C ((8E,12E,14E)-3,6,16,21-Tetrahydroxy-6,10,12,16,20-pentamethyl-7-((4-(pyrrolidin-1-yl)piperidin-1-yl)carbonyl)oxy-18,19-epoxytricosa-8,12,14-trien-11-olide). The yield is 37.9%. Reaction SMILES: C(OC([O:6][CH:7]1[CH2:19][CH2:18][C:17]([O:21]C(OCC)C)([CH3:20])[CH:16]([O:27][C:28]([N:30]2[CH2:35][CH2:34][CH:33]([N:36]3[CH2:40][CH2:39][CH2:38][CH2:37]3)[CH2:32][CH2:31]2)=[O:29])[CH:15]=[CH:14][CH:13]([CH3:41])[CH:12](/[C:42](/[CH3:69])=[CH:43]/[CH:44]=[CH:45]/[C:46]([O:63]C(OCC)C)([CH3:62])[CH2:47][CH:48]2[O:61][CH:49]2[CH:50]([CH3:60])[CH:51]([O:54]C(OCC)C)[CH2:52][CH3:53])[O:11][C:9](=[O:10])[CH2:8]1)C)C.C1(C)C=CC(S([O-])(=O)=O)=CC=1.[NH+]1C=CC=CC=1.CC(O)(C)C>O1CCCC1>[OH:6][CH:7]1[CH2:19][CH2:18][C:17]([OH:21])([CH3:20])[CH:16]([O:27][C:28]([N:30]2[CH2:31][CH2:32][CH:33]([N:36]3[CH2:40][CH2:39][CH2:38][CH2:37]3)[CH2:34][CH2:35]2)=[O:29])[CH:15]=[CH:14][CH:13]([CH3:41])[CH:12](/[C:42](/[CH3:69])=[CH:43]/[CH:44]=[CH:45]/[C:46]([OH:63])([CH3:62])[CH2:47][CH:48]2[O:61][CH:49]2[CH:50]([CH3:60])[CH:51]([OH:54])[CH2:52][CH3:53])[O:11][C:9](=[O:10])[CH2:8]1 |f:1.2|. Procedure: To the crude product of (8E,12E,14E)-3,6,16,21-tetrakis(1-ethoxyethoxy)-6,10,12,16,20-pentamethyl-7-((4-(pyrrolidin-1-yl)piperidin-1-yl)carbonyl)oxy-18,19-epoxytricosa-8,12,14-trien-11-olide (11 mg, 11 μmol) was added a solution of pyridinium p-toluenesulfonate (11.4 mg, 45 μmol) in a mixture of tetrahydrofuran:2-methyl-2-propanol=1:1 (1 mL) at room temperature. To the mixture was added molecular sieves 4 Å (10 mg), followed by stirring at room temperature for 18.5 hours. Additional pyridinium p...